This data is from the Open Reaction Database (ORD), a public repository of structured organic reaction records. The task is: describe an organic reaction: reactants, conditions, products, and yield Yields the product CSc1ccc(C2OC(=O)NC2CO)cc1. Reactants: Cc1ccccc1, [K], CCOC(=O)NC(CO)C(O)c1ccc(SC)cc1. As a reaction SMILES: [CH3:21][c:22]1[cH:23][cH:24][cH:25][cH:26][cH:27]1.[K:20].[OH:1][CH:2]([CH:3]([CH2:4][OH:5])[NH:6][C:7](=[O:8])[O:9][CH2:10][CH3:11])[c:12]1[cH:13][cH:14][c:15]([S:18][CH3:19])[cH:16][cH:17]1>>[CH:2]1([c:12]2[cH:13][cH:14][c:15]([S:18][CH3:19])[cH:16][cH:17]2)[CH:3]([CH2:4][OH:5])[NH:6][C:7](=[O:8])[O:9]1. The reactants are NC=1C(=NC=CC1)NC1=C(C=CC=C1)C(=O)C1=CC=C(C=C1)F ([2-[(3-amino-2-pyridinyl)amino]phenyl](4-fluorophenyl)methanone), C1(=CC=C(C=C1)S(=O)(=O)O)C (para toluene sulfonic acid). The solvent is C1(=CC=CC=C1)C (toluene). Conditions: time 8 hour. Yields the product FC1=CC=C(C=C1)C1=NC2=C(NC3=C1C=CC=C3)N=CC=C2 (6-(4-Fluorophenyl)-11H-pyrido[2,3-b][1,4]benzodiazepine). Yield: 100.0%. As a reaction SMILES: [NH2:1][C:2]1[C:3]([NH:8][C:9]2[CH:14]=[CH:13][CH:12]=[CH:11][C:10]=2[C:15]([C:17]2[CH:22]=[CH:21][C:20]([F:23])=[CH:19][CH:18]=2)=O)=[N:4][CH:5]=[CH:6][CH:7]=1.C1(C)C=CC(S(O)(=O)=O)=CC=1>C1(C)C=CC=CC=1>[F:23][C:20]1[CH:21]=[CH:22][C:17]([C:15]2[C:10]3[CH:11]=[CH:12][CH:13]=[CH:14][C:9]=3[NH:8][C:3]3[N:4]=[CH:5][CH:6]=[CH:7][C:2]=3[N:1]=2)=[CH:18][CH:19]=1. Procedure: A mixture of 11.5 g (0.037 mole) of [2-[(3-amino-2-pyridinyl)amino]phenyl](4-fluorophenyl)methanone and 0.6 g of para toluene sulfonic acid in toluene was refluxed for 24 hr using a Dean-Stark trap to collect water. At the end of reflux, some of the toluene (300 ml) was distilled off and the hot solution was filtered. Pet.-ether (30°-60°) was added to cloud point. The solution was refrigerated overnight (0° C.) and filtered to give 10.7 g crystals. A portion of the material was recrystallized fr... Starting materials: crude product, C(C)(C)(C)OC(NC1=C(C=C(C=C1)C(F)(F)F)N)=O ((2-amino-4-trifluoromethyl-phenyl)-carbamic acid tert-butyl ester), C(C)(C)(C)OC(CC(=O)C1=CC(=CC=C1)C1=NC=NC(=C1)C)=O (3-[3-(6-methyl-pyrimidin-4-yl)-phenyl]-3-oxo-propionic acid tert-butyl ester). Yields the product CC1=CC(=NC=N1)C=1C=C(C=CC1)C1=NC2=C(NC(C1)=O)C=C(C=C2)C(F)(F)F (4-[3-(6-Methyl-pyrimidin-4-yl)-phenyl]-8-trifluoromethyl-1,3-dihydro-benzo[b][1,4]diazepin-2-one), solid. RXN SMILES: C(OC(=O)[NH:7][C:8]1[CH:13]=[CH:12][C:11]([C:14]([F:17])([F:16])[F:15])=[CH:10][C:9]=1[NH2:18])(C)(C)C.C(O[C:25](=[O:42])[CH2:26][C:27]([C:29]1[CH:34]=[CH:33][CH:32]=[C:31]([C:35]2[CH:40]=[C:39]([CH3:41])[N:38]=[CH:37][N:36]=2)[CH:30]=1)=O)(C)(C)C>>[CH3:41][C:39]1[N:38]=[CH:37][N:36]=[C:35]([C:31]2[CH:30]=[C:29]([C:27]3[CH2:26][C:25](=[O:42])[NH:18][C:9]4[CH:10]=[C:11]([C:14]([F:15])([F:16])[F:17])[CH:12]=[CH:13][C:8]=4[N:7]=3)[CH:34]=[CH:33][CH:32]=2)[CH:40]=1. Reported procedure: The title compound was prepared from (2-amino-4-trifluoromethyl-phenyl)-carbamic acid tert-butyl ester (Example J3) (138 mg, 0.5 mmol) and 3-[3-(6-methyl-pyrimidin-4-yl)-phenyl]-3-oxo-propionic acid tert-butyl ester (Example K41) (187 mg, 0.6 mmol) according to the general procedure M and subsequent treatment of the crude product according to the general procedure N. Obtained as a light yellow solid (44 mg). Starting materials: Cl.NO (Hydroxylamine hydrochloride), CCCC(CCCCC)=O (nonan-4-one). The solvent is C(C)O (ethanol). Product: Cl.CCCC(CCCCC)=NO (nonan-4-one oxime hydrochloride). Yield: 75.3%. RXN SMILES: [ClH:1].[NH2:2][OH:3].[CH3:4][CH2:5][CH2:6][C:7](=O)[CH2:8][CH2:9][CH2:10][CH2:11][CH3:12]>C(O)C>[ClH:1].[CH3:4][CH2:5][CH2:6][C:7](=[N:2][OH:3])[CH2:8][CH2:9][CH2:10][CH2:11][CH3:12] |f:0.1,4.5|. Reported procedure: Hydroxylamine hydrochloride (2.1 g) was added to a solution of 1-azabicyclo[3.2.2.]nonan-4-one (2.77 g) in ethanol (30 ml) and the mixture was heated under reflux for 2 h. On cooling the reaction mixture to room temperature, the white solid was collected by filtration and dried in vacuo to give the title compound (2.84 g, 75%). Starting materials: C(C)OC(=O)C=1OC2=C(C1)C=C(C(=C2)OCC2=CC=CC=C2)OC (6-Benzyloxy-5-methoxybenzofuran-2-carboxylic acid ethyl ester), C(C)(=O)O (acetic acid), Cl (HCl), [OH-].[Na+] (NaOH). The solvent is O (Water). Product: C(C)OC(=O)C=1OC2=C(C1)C=C(C(=C2)O)OC (6-Hydroxy-5-methoxy-benzofuran-2-carboxylic acid ethyl ester). RXN SMILES: [CH2:1]([O:3][C:4]([C:6]1[O:7][C:8]2[CH:14]=[C:13]([O:15]CC3C=CC=CC=3)[C:12]([O:23][CH3:24])=[CH:11][C:9]=2[CH:10]=1)=[O:5])[CH3:2].C(O)(=O)C.Cl.[OH-].[Na+]>O>[CH2:1]([O:3][C:4]([C:6]1[O:7][C:8]2[CH:14]=[C:13]([OH:15])[C:12]([O:23][CH3:24])=[CH:11][C:9]=2[CH:10]=1)=[O:5])[CH3:2] |f:3.4|. Procedure: 6-Benzyloxy-5-methoxybenzofuran-2-carboxylic acid ethyl ester (7.3 g), acetic acid (45 ml) and conc. HCl (24 ml) were stirred at 50° C. for 0.5 hour. Water was added and pH adjusted to 3 with NaOH. The mixture was extracted with ethyl acetate. Ethyl acetate was dried with Na2SO4 and evaporated to dryness. The product was recrystallized from toluene.